Dataset: the Open Reaction Database (ORD), a public repository of structured organic reaction records. Task: describe an organic reaction: reactants, conditions, products, and yield The reactants are C(C1=CC=CC=C1)OC1=CC(=C(C=O)C=C1)O (4-(benzyloxy)-2-hydroxybenzaldehyde), FC(S(=O)(=O)OCC(F)(F)F)(F)F (2,2,2-trifluoroethyl trifluoromethanesulfonate), ClC1=CC(=NC=C1[N+](=O)[O-])OC[C@H](C)NC(C)=O (N-((2S)-1-((4-chloro-5-nitropyridin-2-yl)oxy)propan-2-yl)acetamide). Yields the product C(C1=CC=CC=C1)OC1=CC(=C(C=C1)C=1OC2=C(C=NC(=C2)OC[C@H](C)NC(C)=O)N1)OCC(F)(F)F (N-((2S)-1-((2-(4-(benzyloxy)-2-(2,2,2-trifluoroethoxy)phenyl)[1,3]oxazolo[4,5-c]pyridin-6-yl)oxy)propan-2-yl)acetamide). As a reaction SMILES: [CH2:1]([O:8][C:9]1[CH:16]=[CH:15][C:12]([CH:13]=[O:14])=[C:11]([OH:17])[CH:10]=1)[C:2]1[CH:7]=[CH:6][CH:5]=[CH:4][CH:3]=1.FC(F)(F)S(O[CH2:24][C:25]([F:28])([F:27])[F:26])(=O)=O.Cl[C:32]1[C:37]([N+:38]([O-])=O)=[CH:36][N:35]=[C:34]([O:41][CH2:42][C@@H:43]([NH:45][C:46](=[O:48])[CH3:47])[CH3:44])[CH:33]=1>>[CH2:1]([O:8][C:9]1[CH:16]=[CH:15][C:12]([C:13]2[O:14][C:32]3[CH:33]=[C:34]([O:41][CH2:42][C@@H:43]([NH:45][C:46](=[O:48])[CH3:47])[CH3:44])[N:35]=[CH:36][C:37]=3[N:38]=2)=[C:11]([O:17][CH2:24][C:25]([F:28])([F:27])[F:26])[CH:10]=1)[C:2]1[CH:3]=[CH:4][CH:5]=[CH:6][CH:7]=1. Procedure details: Using 4-(benzyloxy)-2-hydroxybenzaldehyde, 2,2,2-trifluoroethyl trifluoromethanesulfonate and N-((2S)-1-((4-chloro-5-nitropyridin-2-yl)oxy)propan-2-yl)acetamide, and in the same manner as in Step A and Step B of Example 62 and Step B and Step C of Example 31, the title compound was obtained. MS (ESI+): [M+H]+ 516.1. Reactants: [H-].[Na+] (sodium hydride), IC=1C=C(C=CC1)NC1=NN=C(O1)C(=O)NC=1C=NC(=CC1)N1CCOCC1 (5-[(3-Iodophenyl)amino]-N-(6-morpholin-4-ylpyridin-3-yl)-1,3,4-oxadiazole-2-carboxamide), ice, ClCOCC[Si](C)(C)C ([2-(chloromethoxy)ethyl](trimethyl)silane), CCOCC (ether). Run in CN(C)C=O (DMF). Isolated yield 65.0%. Reaction SMILES: [I:1][C:2]1[CH:3]=[C:4]([NH:8][C:9]2[O:13][C:12]([C:14]([NH:16][C:17]3[CH:18]=[N:19][C:20]([N:23]4[CH2:28][CH2:27][O:26][CH2:25][CH2:24]4)=[CH:21][CH:22]=3)=[O:15])=[N:11][N:10]=2)[CH:5]=[CH:6][CH:7]=1.[H-].[Na+].Cl[CH2:32][O:33][CH2:34][CH2:35][Si:36]([CH3:39])([CH3:38])[CH3:37].[CH3:40][CH2:41][O:42][CH2:43]C>CN(C=O)C>[I:1][C:2]1[CH:3]=[C:4]([N:8]([CH2:43][O:42][CH2:41][CH2:40][Si:36]([CH3:38])([CH3:37])[CH3:35])[C:9]2[O:13][C:12]([C:14]([N:16]([C:17]3[CH:18]=[N:19][C:20]([N:23]4[CH2:24][CH2:25][O:26][CH2:27][CH2:28]4)=[CH:21][CH:22]=3)[CH2:32][O:33][CH2:34][CH2:35][Si:36]([CH3:39])([CH3:38])[CH3:37])=[O:15])=[N:11][N:10]=2)[CH:5]=[CH:6][CH:7]=1 |f:1.2|. The product is IC=1C=C(C=CC1)N(C1=NN=C(O1)C(=O)N(COCC[Si](C)(C)C)C=1C=NC(=CC1)N1CCOCC1)COCC[Si](C)(C)C (5-((3-Iodophenyl){[2-(trimethylsilyl)ethoxy]methyl}amino)-N-(6-morpholin-4-ylpyridin-3-yl)-N-{[2-(trimethylsilyl)ethoxy]methyl}-1,3,4-oxadiazole-2-carboxamide). Procedure: 5-[(3-Iodophenyl)amino]-N-(6-morpholin-4-ylpyridin-3-yl)-1,3,4-oxadiazole-2-carboxamide (Example 146) (610 mg, 1.24 mmol) was added portionwise to an ice-cooled suspension of sodium hydride (60% dispersion in oil) (119 mg, 2.97 mmol) in anhydrous DMF (5 mL) in dry glassware. The mixture was stirred at 0° C. for 10 minutes and ambient temperature for 30 minutes then recooled in an ice bath and [2-(chloromethoxy)ethyl](trimethyl)silane (0.482 mL, 2.73 mmol) was added dropwise. The mixture was allo... Conditions: temperature 0 celsius, time 30 minute. The reactants are C1CCOC1, CCCCCCC, CCOC(C)=O, ClCCCCI, [H-], [Na+], O=C(NCCOCCO)OCc1c2ccccc2cc2ccccc12. Product: O=C(NCCOCCOCCCCCl)OCc1c2ccccc2cc2ccccc12. As a reaction SMILES: [CH2:28]1[O:29][CH2:30][CH2:31][CH2:32]1.[CH3:39][CH2:40][CH2:41][CH2:42][CH2:43][CH2:44][CH3:45].[CH3:46][CH2:47][O:48][C:49](=[O:50])[CH3:51].[Cl:33][CH2:34][CH2:35][CH2:36][CH2:37][I:38].[H-:26].[Na+:27].[cH:1]1[cH:2][cH:3][cH:4][c:5]2[cH:6][c:7]3[cH:8][cH:9][cH:10][cH:11][c:12]3[c:13]([CH2:15][O:16][C:17]([NH:18][CH2:19][CH2:20][O:21][CH2:22][CH2:23][OH:24])=[O:25])[c:14]12>>[cH:1]1[cH:2][cH:3][cH:4][c:5]2[cH:6][c:7]3[cH:8][cH:9][cH:10][cH:11][c:12]3[c:13]([CH2:15][O:16][C:17]([NH:18][CH2:19][CH2:20][O:21][CH2:22][CH2:23][O:24][CH2:37][CH2:36][CH2:35][CH2:34][Cl:33])=[O:25])[c:14]12. Starting materials: Cc1cccc(COC2CCCC(OCCNCCCc3ccccc3)C2)c1C(=O)O, CN(C)C=O, O=C=Nc1ccccc1. Yields the product Cc1cccc(COC2CCCC(OCCN(CCCc3ccccc3)C(=O)Nc3ccccc3)C2)c1C(=O)O. As a reaction SMILES: [CH3:1][c:2]1[c:3]([C:4](=[O:5])[OH:6])[c:7]([CH2:11][O:12][CH:13]2[CH2:14][CH:15]([O:19][CH2:20][CH2:21][NH:22][CH2:23][CH2:24][CH2:25][c:26]3[cH:27][cH:28][cH:29][cH:30][cH:31]3)[CH2:16][CH2:17][CH2:18]2)[cH:8][cH:9][cH:10]1.[CH3:41][N:42]([CH3:43])[CH:44]=[O:45].[O:32]=[C:33]=[N:34][c:35]1[cH:36][cH:37][cH:38][cH:39][cH:40]1>>[CH3:1][c:2]1[c:3]([C:4](=[O:5])[OH:6])[c:7]([CH2:11][O:12][CH:13]2[CH2:14][CH:15]([O:19][CH2:20][CH2:21][N:22]([CH2:23][CH2:24][CH2:25][c:26]3[cH:27][cH:28][cH:29][cH:30][cH:31]3)[C:33](=[O:32])[NH:34][c:35]3[cH:36][cH:37][cH:38][cH:39][cH:40]3)[CH2:16][CH2:17][CH2:18]2)[cH:8][cH:9][cH:10]1. The yield is 176.0%. Solvent: CO (methanol). Starting materials: ClC=1C=2C=C(C=CC2N=C2C=C3C(=CC12)C=CC=C3)OC (12-chloro-2-methoxy-benz[b]acridine), [C-]#N.[K+] (potassium cyanide), [Cu]C#N (copper(I) cyanide). Reported procedure: A mixture of 12-chloro-2-methoxy-benz[b]acridine (562 mg, 1.905 mmol), potassium cyanide (136 mg, 2.096 mmol) and copper(I) cyanide (86 mg, 0.953 mmol) in methanol (3.7 ml) was stirred at 170° C. in a sealed-tube for 4.5 hours. The resulting mixture was filtrated, and the solid was washed with chloroform/methanol (2:1, 10 ml). The combined filtrate was evaporated under reduced pressure to give a residue, which was flash-chromatographed on a silica column packed with chloroform and eluted with 1%... Run at temperature 170 celsius, time 4.5 hour. RXN SMILES: Cl[C:2]1[C:3]2[CH:4]=[C:5]([O:20][CH3:21])[CH:6]=[CH:7][C:8]=2[N:9]=[C:10]2[C:15]=1[CH:14]=[C:13]1[CH:16]=[CH:17][CH:18]=[CH:19][C:12]1=[CH:11]2.[C-]#N.[K+].[Cu][C:26]#[N:27]>CO>[C:26]([C:2]1[C:3]2[CH:4]=[C:5]([O:20][CH3:21])[CH:6]=[CH:7][C:8]=2[N:9]=[C:10]2[C:15]=1[CH:14]=[C:13]1[CH:16]=[CH:17][CH:18]=[CH:19][C:12]1=[CH:11]2)#[N:27] |f:1.2|. The product is C(#N)C=1C=2C=C(C=CC2N=C2C=C3C(=CC12)C=CC=C3)OC (12-cyano-2-methoxybenz[b]acridine).